This data is from the Open Reaction Database (ORD), a public repository of structured organic reaction records. The task is: describe an organic reaction: reactants, conditions, products, and yield The reactants are COCOC=1C=CC(=C(C1)C(CC)=O)OC (3-(5-methoxymethoxy-2-methoxyphenyl)-3-propanone), C(C)OP(=O)(OCC)C/C=C/C(=O)OCC (ethyl 4-diethylphosphonocrotonate). The product is COCOC=1C=CC(=C(C1)C(=CC=CC(=O)OCC)CC)OC (ethyl 5-(5-methoxymethoxy-2-methoxyphenyl)hepta-2,4-dienoate). RXN SMILES: [CH3:1][O:2][CH2:3][O:4][C:5]1[CH:6]=[CH:7][C:8]([O:15][CH3:16])=[C:9]([C:11](=O)[CH2:12][CH3:13])[CH:10]=1.C(OP([CH2:25]/[CH:26]=[CH:27]/[C:28]([O:30][CH2:31][CH3:32])=[O:29])(OCC)=O)C>>[CH3:1][O:2][CH2:3][O:4][C:5]1[CH:6]=[CH:7][C:8]([O:15][CH3:16])=[C:9]([C:11]([CH2:12][CH3:13])=[CH:25][CH:26]=[CH:27][C:28]([O:30][CH2:31][CH3:32])=[O:29])[CH:10]=1. Procedure: In a manner similar to Example 63(c), by reacting 3.9 g (17 mmol) of 3-(5-methoxymethoxy-2-methoxyphenyl)-3-propanone with 8.7 g (34.8 mmol) of ethyl 4-diethylphosphonocrotonate, ethyl 5-(5-methoxymethoxy-2-methoxyphenyl)hepta-2,4-dienoate is obtained which is converted to ethyl 5-(5-hydroxy-2-methoxyphenyl)hepta-2,4-dienoate with concentrated sulphuric acid in ethanol 800 mg (17%). Reactants: [BH4-], COC(=O)C(=CC1CCCCCC1)c1ccc(S(C)(=O)=O)cc1, CO, [Na+], Cl[Ni]Cl, O, O, O, O, O, O. Yields the product COC(=O)C(CC1CCCCCC1)c1ccc(S(C)(=O)=O)cc1. RXN SMILES: [BH4-:24].[CH3:1][O:2][C:3]([C:4](=[CH:5][CH:6]1[CH2:7][CH2:8][CH2:9][CH2:10][CH2:11][CH2:12]1)[c:13]1[cH:14][cH:15][c:16]([S:19](=[O:20])(=[O:21])[CH3:22])[cH:17][cH:18]1)=[O:23].[CH3:26][OH:27].[Na+:25].[Ni:34]([Cl:35])[Cl:36].[OH2:28].[OH2:29].[OH2:30].[OH2:31].[OH2:32].[OH2:33]>>[CH3:1][O:2][C:3]([CH:4]([CH2:5][CH:6]1[CH2:7][CH2:8][CH2:9][CH2:10][CH2:11][CH2:12]1)[c:13]1[cH:14][cH:15][c:16]([S:19](=[O:20])(=[O:21])[CH3:22])[cH:17][cH:18]1)=[O:23]. Reactants: CCOC(=O)c1c(O)c2sccc2n(Cc2ccc(OC)cc2)c1=O, O=C(Cl)C(=O)Cl, ClCCl, CN(C)C=O. Product: CCOC(=O)c1c(Cl)c2sccc2n(Cc2ccc(OC)cc2)c1=O. Reaction SMILES: [CH2:7]([CH3:8])[O:9][C:10](=[O:11])[c:12]1[c:13]([OH:31])[c:14]2[c:15]([n:16]([CH2:19][c:20]3[cH:21][cH:22][c:23]([O:26][CH3:27])[cH:24][cH:25]3)[c:17]1=[O:18])[cH:28][cH:29][s:30]2.[Cl:1][C:2]([C:3]([Cl:4])=[O:5])=[O:6].[Cl:37][CH2:38][Cl:39].[O:32]=[CH:33][N:34]([CH3:35])[CH3:36]>>[Cl:1][c:13]1[c:12]([C:10]([O:9][CH2:7][CH3:8])=[O:11])[c:17](=[O:18])[n:16]([CH2:19][c:20]2[cH:21][cH:22][c:23]([O:26][CH3:27])[cH:24][cH:25]2)[c:15]2[c:14]1[s:30][cH:29][cH:28]2. Starting materials: C[Si](C)(C)C#CC1=CC=CC=2N=C(SC21)NC(=O)NCC (1-(7-trimethylsilylacetylenyl-2-benzothiazolyl)-3-ethylurea), [OH-].[K+] (KOH), CN(C)C=O.CO (DMF MeOH). Solvent: CO (MeOH), CCCCCCC (heptane). Run at time 2 hour. The product is C(#C)C1=CC=CC=2N=C(SC21)NC(=O)NCC (1-(7-Acetylenyl-2-benzothiazolyl)-3-ethylurea). The yield is 15.3%. As a reaction SMILES: C[Si]([C:5]#[C:6][C:7]1[C:15]2[S:14][C:13]([NH:16][C:17]([NH:19][CH2:20][CH3:21])=[O:18])=[N:12][C:11]=2[CH:10]=[CH:9][CH:8]=1)(C)C.[OH-].[K+].CN(C=O)C.CO>CCCCCCC.CO>[C:6]([C:7]1[C:15]2[S:14][C:13]([NH:16][C:17]([NH:19][CH2:20][CH3:21])=[O:18])=[N:12][C:11]=2[CH:10]=[CH:9][CH:8]=1)#[CH:5] |f:1.2,3.4|. Procedure details: A mixture of 1-(7-trimethylsilylacetylenyl-2-benzothiazolyl)-3-ethylurea 2 (0.050 g, 0.16 mmol) and 1M aqueous KOH solution (0.16 mL, 0.16 mmol, 1.0 eq) in 1.5 mL of 2/1 mixture of DMF/MeOH was stirred at room temperature for about 2 hours. The mixture was taken up in 10 mL MeOH and the precipitation was filtered off. The mother liquid was concentrated and purified by prep HPLC to give the desired compound 0.006 g (15%). LC/MS 246 (M+1); LC retention time 2.77 min. The reactants are C(=O)(OCC1C2=CC=CC=C2C2=CC=CC=C12)N1CCC(CC1)(C(=O)O)C (N-FMOC-4-methyl-4-piperidinecarboxylic acid), product, C(=O)(OCC1C2=CC=CC=C2C2=CC=CC=C12)Cl (FMOCCl). Yields the product N1CCC(CC1)C(=O)O (4-PIPERIDINE CARBOXYLIC ACID). RXN SMILES: C([N:18]1[CH2:23][CH2:22][C:21](C)([C:24]([OH:26])=[O:25])[CH2:20][CH2:19]1)(OCC1C2C(=CC=CC=2)C2C1=CC=CC=2)=O.C(Cl)(OCC1C2C(=CC=CC=2)C2C1=CC=CC=2)=O>>[NH:18]1[CH2:23][CH2:22][CH:21]([C:24]([OH:26])=[O:25])[CH2:20][CH2:19]1. Procedure: Preparation of N-FMOC-4-methyl-4-piperidinecarboxylic acid was prepared as described in Step D of Preparation 2 utilizing the product of Step B as starting material, except as follows. After stirring the reaction mixture overnight in the presence of FMOCCl the mixture was concentrated in vacuo to remove dioxane. The aqueous phase was diluted with water and extracted with ether. The desired product was extracted into the ether phase (salt is soluble in ether). The combined ether and aqueous phase... Reactants: CN1CC2CCN(C(=O)OC(C)(C)C)C2C1, CO, Cl. The product is CN1CC2CCNC2C1. RXN SMILES: [C:1]([O:2][C:3](=[O:4])[N:8]1[CH:9]2[CH:10]([CH2:11][CH2:12]1)[CH2:13][N:14]([CH3:16])[CH2:15]2)([CH3:5])([CH3:6])[CH3:7].[CH3:18][OH:19].[ClH:17]>>[NH:8]1[CH:9]2[CH:10]([CH2:11][CH2:12]1)[CH2:13][N:14]([CH3:16])[CH2:15]2. The reactants are C1COCCN1CCCS(=O)(=O)O (MOPS), [OH-].[Na+] (sodium hydroxide), C[C@@H]1[C@@H]2[C@H](C(=O)N2C(=C1S[C@H]3C[C@H](NC3)C(=O)NC=4C=CC=C(C4)C(=O)O)C(=O)O)[C@@H](C)O (Ertapenem), C[C@@H]1[C@@H]2[C@H](C(=O)N2C(=C1S[C@H]3C[C@H](NC3)C(=O)NC=4C=CC=C(C4)C(=O)O)C(=O)O)[C@@H](C)O (Ertapenem). The solvent is C(C)(=O)OCC (ethyl acetate). The product is C[C@@H]1[C@@H]2[C@H](C(=O)N2C(=C1S[C@H]3C[C@H](NC3)C(=O)NC=4C=CC=C(C4)C(=O)[O-])C(=O)O)[C@@H](C)O.[Na+] (ertapenem sodium). Reaction SMILES: C1N(CCCS(O)(=O)=O)CCOC1.[CH3:14][C@H:15]1[C:22]([S:23][C@@H:24]2[CH2:28][NH:27][C@H:26]([C:29]([NH:31][C:32]3[CH:33]=[CH:34][CH:35]=[C:36]([C:38]([OH:40])=[O:39])[CH:37]=3)=[O:30])[CH2:25]2)=[C:21]([C:41]([OH:43])=[O:42])[N:20]2[C@H:16]1[C@@H:17]([C@H:44]([OH:46])[CH3:45])[C:18]2=[O:19].[OH-].[Na+:48]>C(OCC)(=O)C>[CH3:14][C@H:15]1[C:22]([S:23][C@@H:24]2[CH2:28][NH:27][C@H:26]([C:29]([NH:31][C:32]3[CH:33]=[CH:34][CH:35]=[C:36]([C:38]([O-:40])=[O:39])[CH:37]=3)=[O:30])[CH2:25]2)=[C:21]([C:41]([OH:43])=[O:42])[N:20]2[C@H:16]1[C@@H:17]([C@H:44]([OH:46])[CH3:45])[C:18]2=[O:19].[Na+:48] |f:2.3,5.6|. Procedure details: To MOPS buffer solution (prepared from 5.5 g MOPS in 100 mL water and pH adjusted to 6-8.5 with sodium hydroxide), diprotected Ertapenem of formula (IV) (10 g) was added and pH adjusted to 7.5 using aqueous sodium hydroxide solution. To this, ethyl acetate (100 mL) was added and stirred to get clear solution at 10-15° C. CO2 gas was purged for 20 mts. To this Pd/C (20 g, 10%) was added and subjected to hydrogenation with 4.5-5.0 Kg pressure at 5-10° C. After completion of reaction, the reaction ... The reactants are CCOC(C)=O, CCCc1cc(C(=O)OCC)[nH]n1, CCCCCC, O=C(CCl)N1CCN(c2ccc(F)cc2)CC1, [K+], [K+], O=C([O-])[O-], CN(C)C=O. The product is CCCc1cc(C(=O)OCC)n(CC(=O)N2CCN(c3ccc(F)cc3)CC2)n1. RXN SMILES: [C:42]([O:43][CH2:44][CH3:45])(=[O:46])[CH3:47].[CH2:1]([CH3:2])[O:3][C:4](=[O:5])[c:6]1[nH:7][n:8][c:9]([CH2:11][CH2:12][CH3:13])[cH:10]1.[CH3:48][CH2:49][CH2:50][CH2:51][CH2:52][CH3:53].[Cl:20][CH2:21][C:22](=[O:23])[N:24]1[CH2:25][CH2:26][N:27]([c:30]2[cH:31][cH:32][c:33]([F:36])[cH:34][cH:35]2)[CH2:28][CH2:29]1.[K+:14].[K+:15].[O-:16][C:17]([O-:18])=[O:19].[O:37]=[CH:38][N:39]([CH3:40])[CH3:41]>>[CH2:1]([CH3:2])[O:3][C:4](=[O:5])[c:6]1[n:7]([CH2:21][C:22](=[O:23])[N:24]2[CH2:25][CH2:26][N:27]([c:30]3[cH:31][cH:32][c:33]([F:36])[cH:34][cH:35]3)[CH2:28][CH2:29]2)[n:8][c:9]([CH2:11][CH2:12][CH3:13])[cH:10]1.